This data is from the Open Reaction Database (ORD), a public repository of structured organic reaction records. The task is: describe an organic reaction: reactants, conditions, products, and yield Starting materials: CN(C)c1ccncc1, C(=NC1CCCCC1)=NC1CCCCC1, ClCCl, O=C(O)C1CCC(C2CCC(CCCO)CC2)CC1, C=CC(=O)O. Product: C=CC(=O)OCCCC1CCC(C2CCC(C(=O)O)CC2)CC1. RXN SMILES: [CH3:40][N:41]([CH3:42])[c:43]1[cH:44][cH:45][n:46][cH:47][cH:48]1.[CH:1]1([N:2]=[C:3]=[N:4][CH:5]2[CH2:6][CH2:7][CH2:8][CH2:9][CH2:10]2)[CH2:11][CH2:12][CH2:13][CH2:14][CH2:15]1.[Cl:49][CH2:50][Cl:51].[OH:16][CH2:17][CH2:18][CH2:19][CH:20]1[CH2:21][CH2:22][CH:23]([CH:26]2[CH2:27][CH2:28][CH:29]([C:32](=[O:33])[OH:34])[CH2:30][CH2:31]2)[CH2:24][CH2:25]1.[OH:35][C:36](=[O:37])[CH:38]=[CH2:39]>>[O:16]([CH2:17][CH2:18][CH2:19][CH:20]1[CH2:21][CH2:22][CH:23]([CH:26]2[CH2:27][CH2:28][CH:29]([C:32](=[O:33])[OH:34])[CH2:30][CH2:31]2)[CH2:24][CH2:25]1)[C:36](=[O:35])[CH:38]=[CH2:39]. The reactants are COCCN, COCCOC, CS(=O)(=O)c1nc(N)nc(-c2ccco2)c1C#N. The product is COCCNc1nc(N)nc(-c2ccco2)c1C#N. Reaction SMILES: [CH3:19][O:20][CH2:21][CH2:22][NH2:23].[CH3:24][O:25][CH2:26][CH2:27][O:28][CH3:29].[NH2:1][c:2]1[n:3][c:4]([S:15]([CH3:16])(=[O:17])=[O:18])[c:5]([C:13]#[N:14])[c:6](-[c:8]2[o:9][cH:10][cH:11][cH:12]2)[n:7]1>>[NH2:1][c:2]1[n:3][c:4]([NH:23][CH2:22][CH2:21][O:20][CH3:19])[c:5]([C:13]#[N:14])[c:6](-[c:8]2[o:9][cH:10][cH:11][cH:12]2)[n:7]1. Reactants: COC=1C=C(C=CC1N1C=NC(=C1)C)N (3-methoxy-4-(4-methyl-imidazol-1-yl)-phenylamine), ClC1=NC(=CC(=N1)OC)OC (2-chloro-4,6-dimethoxypyrimidine), C([O-])([O-])=O.[K+].[K+] (potassium carbonate). The product is COC1=NC(=NC(=C1)OC)NC1=CC(=C(C=C1)N1C=NC(=C1)C)OC ((4,6-Dimethoxy-pyrimidin-2-yl)-[3-methoxy-4-(4-methyl-imidazol-1-yl)-phenyl]-amine). The yield is 52.0%. Reaction SMILES: [CH3:1][O:2][C:3]1[CH:4]=[C:5]([NH2:15])[CH:6]=[CH:7][C:8]=1[N:9]1[CH:13]=[C:12]([CH3:14])[N:11]=[CH:10]1.Cl[C:17]1[N:22]=[C:21]([O:23][CH3:24])[CH:20]=[C:19]([O:25][CH3:26])[N:18]=1.C(=O)([O-])[O-].[K+].[K+]>>[CH3:26][O:25][C:19]1[CH:20]=[C:21]([O:23][CH3:24])[N:22]=[C:17]([NH:15][C:5]2[CH:6]=[CH:7][C:8]([N:9]3[CH:13]=[C:12]([CH3:14])[N:11]=[CH:10]3)=[C:3]([O:2][CH3:1])[CH:4]=2)[N:18]=1 |f:2.3.4|. Reported procedure: Prepared in analogy to example 81b) from 3-methoxy-4-(4-methyl-imidazol-1-yl)-phenylamine and 2-chloro-4,6-dimethoxypyrimidine, using potassium carbonate as a base. The title compound was isolated in a yield of 52%. MS ISP (m/e): 342.1 (100) [(M+H)+]. 1H NMR (CDCl3, 300 MHz): δ (ppm)=7.70-7.55 (m broad, 2H), 7.35-7.20 (m broad, 3H), 7.04 (s broad, 1H), 3.92 (s broad, 6H), 3.81 (s broad, 3H), 2.14 (s broad, 3H). Reactants: NC1=C(C#N)C=CC=C1O (2-amino-3-hydroxybenzonitrile), C(C)OC(=S)[S-].[K+] (potassium ethylxanthate). The solvent is N1=CC=CC=C1 (pyridine). Yields the product SC=1OC=2C(N1)=C(C=CC2)C#N (2-sulfanyl-1,3-benzoxazole-4-carbonitrile). The yield is 45.5%. RXN SMILES: [NH2:1][C:2]1[C:9]([OH:10])=[CH:8][CH:7]=[CH:6][C:3]=1[C:4]#[N:5].C(O[C:14]([S-])=[S:15])C.[K+]>N1C=CC=CC=1>[SH:15][C:14]1[O:10][C:9]2[C:2](=[C:3]([C:4]#[N:5])[CH:6]=[CH:7][CH:8]=2)[N:1]=1 |f:1.2|. Procedure: A solution of 2-amino-3-hydroxybenzonitrile (298 mg) and potassium ethylxanthate (427 mg) in pyridine (7.4 ml) was heated under reflux for 3 hr. To the reaction mixture was added distilled water, the mixture was acidified with 1 M hydrochloric acid, and the mixture was extracted with ethyl acetate. The extract was washed with distilled water and brine, and dried over anhydrous magnesium sulfate, and the solvent was evaporated under reduced pressure. The residue was purified by silica gel chromat... Reactants: [C-]#N, [C-]#N, CN(C)C=O, O, [Zn+2], c1ccc(P(c2ccccc2)(c2ccccc2)[Pd](P(c2ccccc2)(c2ccccc2)c2ccccc2)(P(c2ccccc2)(c2ccccc2)c2ccccc2)P(c2ccccc2)(c2ccccc2)c2ccccc2)cc1, COc1ccc(Br)c(-c2nc(-c3ccccn3)no2)c1. Yields the product COc1ccc(C#N)c(-c2nc(-c3ccccn3)no2)c1. As a reaction SMILES: [C-:27]#[N:28].[C-:30]#[N:31].[CH3:22][N:23]([CH3:24])[CH:25]=[O:26].[OH2:21].[Zn+2:29].[cH:32]1[cH:33][cH:34][c:35]([P:36]([Pd:37]([P:38]([c:39]2[cH:40][cH:41][cH:42][cH:43][cH:44]2)([c:45]2[cH:46][cH:47][cH:48][cH:49][cH:50]2)[c:51]2[cH:52][cH:53][cH:54][cH:55][cH:56]2)([P:57]([c:58]2[cH:59][cH:60][cH:61][cH:62][cH:63]2)([c:64]2[cH:65][cH:66][cH:67][cH:68][cH:69]2)[c:70]2[cH:71][cH:72][cH:73][cH:74][cH:75]2)[P:76]([c:77]2[cH:78][cH:79][cH:80][cH:81][cH:82]2)([c:83]2[cH:84][cH:85][cH:86][cH:87][cH:88]2)[c:89]2[cH:90][cH:91][cH:92][cH:93][cH:94]2)([c:95]2[cH:96][cH:97][cH:98][cH:99][cH:100]2)[c:101]2[cH:102][cH:103][cH:104][cH:105][cH:106]2)[cH:107][cH:108]1.[n:1]1[c:2](-[c:7]2[n:8][o:9][c:10](-[c:12]3[c:13]([Br:20])[cH:14][cH:15][c:16]([O:18][CH3:19])[cH:17]3)[n:11]2)[cH:3][cH:4][cH:5][cH:6]1>>[n:1]1[c:2](-[c:7]2[n:8][o:9][c:10](-[c:12]3[c:13]([C:22]#[N:23])[cH:14][cH:15][c:16]([O:18][CH3:19])[cH:17]3)[n:11]2)[cH:3][cH:4][cH:5][cH:6]1. Starting materials: C(C)(C)C1=C(N)C(=CC=C1)C(C)C (2,6-diisopropylaniline), BrCC(=O)OCC (ethyl bromoacetate), C(=O)(O)[O-].[Na+] (NaHCO3). Solvent: CN(C)C=O (DMF). Run at time 72 hour. Yields the product C(C)OC(=O)CNC1=C(C=CC=C1C(C)C)C(C)C (N-ethoxycarbonylmethyl-(2,6-diisopropyl)aniline). Reaction SMILES: [CH:1]([C:4]1[CH:10]=[CH:9][CH:8]=[C:7]([CH:11]([CH3:13])[CH3:12])[C:5]=1[NH2:6])([CH3:3])[CH3:2].Br[CH2:15][C:16]([O:18][CH2:19][CH3:20])=[O:17].C([O-])(O)=O.[Na+]>CN(C=O)C>[CH2:19]([O:18][C:16]([CH2:15][NH:6][C:5]1[C:4]([CH:1]([CH3:3])[CH3:2])=[CH:10][CH:9]=[CH:8][C:7]=1[CH:11]([CH3:13])[CH3:12])=[O:17])[CH3:20] |f:2.3|. Reported procedure: Dissolve 2,6-diisopropylaniline (53.1 g, 0.30 mol) and ethyl bromoacetate (55.1 g, 0.33 mol) in 200 ml DMF. After 72 hours, pour onto aqueous NaHCO3 and extract with hexane. Wash the hexane twice with water. Dry, concentrate and distill to obtain as a fraction b.p. 130°-145° C./0.1 mm N-ethoxycarbonylmethyl-(2,6-diisopropyl)aniline. The product is C1CCC2=CC(=CC=C12)NC1=CC(NC(N1)=S)=O (6-(5-Indanylamino)-2-thiouracil). RXN SMILES: [NH2:1][C:2]1[NH:7][C:6](=[S:8])[NH:5][C:4](=[O:9])[CH:3]=1.N[C:11]1[CH:12]=[C:13]2[C:17](=[CH:18][CH:19]=1)[CH2:16][CH2:15][CH2:14]2.Cl>>[CH2:16]1[C:17]2[C:13](=[CH:12][C:11]([NH:1][C:2]3[NH:7][C:6](=[S:8])[NH:5][C:4](=[O:9])[CH:3]=3)=[CH:19][CH:18]=2)[CH2:14][CH2:15]1. Reactants: NC=1C=C2CCCC2=CC1 (5-aminoindan), NC1=CC(NC(N1)=S)=O (6-Amino-2-thiouracil), NC=1C=C2CCCC2=CC1 (5-aminoindan), Cl (hydrochloride). Procedure details: 6-Amino-2-thiouracil is heated for 4 hours at 160° C. with an equimolar mixture of 5-aminoindan and the hydrochloride of 5-aminoindan. The product is crystallized from ethanol/water and isolated in 6% yield, mp 269°-272° C. Yield: 6.0%.